describe an organic reaction: reactants, conditions, products, and yield From a dataset of the Open Reaction Database (ORD), a public repository of structured organic reaction records. The reactants are NC=1C=C(C=CC1)[C@@]12N=C(SC[C@@H]1CNC2)NC(C2=CC=CC=C2)=O (N-[(4aR,7aS)-7a-(3-aminophenyl)-4a,5,6,7-tetrahydro-4H-pyrrolo[3,4-d][1,3]thiazin-2-yl]benzamide), FC=1C=NC(=NC1)Cl (5-fluoro-2-chloropyrimidine), C(C)(C)N(CC)C(C)C (diisopropylethylamine). The solvent is O1CCOCC1 (1,4-dioxane), O (water). Product: NC=1C=C(C=CC1)[C@@]12N=C(SC[C@@H]1CN(C2)C2=NC=C(C=N2)F)NC(C2=CC=CC=C2)=O (N-[(4aR,7aS)-7a-(3-Aminophenyl)-6-(5-fluoropyrimidin-2-yl)-4,4a,5,7-tetrahydropyrrolo[3,4-d][1,3]thiazin-2-yl]benzamide). Yield: 79.3%. RXN SMILES: [NH2:1][C:2]1[CH:3]=[C:4]([C@:8]23[CH2:16][NH:15][CH2:14][C@H:13]2[CH2:12][S:11][C:10]([NH:17][C:18](=[O:25])[C:19]2[CH:24]=[CH:23][CH:22]=[CH:21][CH:20]=2)=[N:9]3)[CH:5]=[CH:6][CH:7]=1.[F:26][C:27]1[CH:28]=[N:29][C:30](Cl)=[N:31][CH:32]=1.C(N(C(C)C)CC)(C)C>O1CCOCC1.O>[NH2:1][C:2]1[CH:3]=[C:4]([C@:8]23[CH2:16][N:15]([C:30]4[N:31]=[CH:32][C:27]([F:26])=[CH:28][N:29]=4)[CH2:14][C@H:13]2[CH2:12][S:11][C:10]([NH:17][C:18](=[O:25])[C:19]2[CH:20]=[CH:21][CH:22]=[CH:23][CH:24]=2)=[N:9]3)[CH:5]=[CH:6][CH:7]=1. Reported procedure: A solution of N-[(4aR,7aS)-7a-(3-aminophenyl)-4a,5,6,7-tetrahydro-4H-pyrrolo[3,4-d][1,3]thiazin-2-yl]benzamide (2.49 g, 7.06 mmol), 5-fluoro-2-chloropyrimidine (3.74 g, 28.26 mmol), and diisopropylethylamine (6.16 mL, 35.32 mmol) in 1,4-dioxane (60 mL) is heated to reflux for 4 hours under nitrogen. The reaction is cooled, diluted with water and extracted with ethyl acetate (3×). The combined organic extracts are dried over sodium sulfate, filtered and the solvent is removed in vacuo to give the... Starting materials: CC(=O)OC(C)(C)C, COC(=O)CC(O)COC(C)(C)C, CCOCC, [Cl-], [NH4+], C1CCOC1. Yields the product CC(C)(C)OCC(O)CC(=O)CC(=O)OC(C)(C)C. As a reaction SMILES: [C:1]([CH3:2])(=[O:3])[O:4][C:5]([CH3:6])([CH3:7])[CH3:8].[C:9]([CH3:10])([CH3:11])([CH3:12])[O:13][CH2:14][CH:15]([CH2:16][C:17](=[O:18])[O:19][CH3:20])[OH:21].[CH3:24][CH2:25][O:26][CH2:27][CH3:28].[Cl-:22].[NH4+:23].[O:29]1[CH2:30][CH2:31][CH2:32][CH2:33]1>>[C:1]([CH2:2][C:17]([CH2:16][CH:15]([CH2:14][O:13][C:9]([CH3:10])([CH3:11])[CH3:12])[OH:21])=[O:18])(=[O:3])[O:4][C:5]([CH3:6])([CH3:7])[CH3:8]. The reactants are BrC1=CC=C(O1)C=1N=C2N(C=C(C=C2)C#N)C1 (2-(5-Bromofuran-2-yl)-imidazo[1,2-a]pyridine-6-carbonitrile), C(#N)C1=CC=C(C(CBr)=O)C=C1 (4-Cyanophenacyl bromide), NC1=NC=C(C=C1)Br (2-Amino-5-bromopyridine). The solvent is CCO (EtOH). The product is BrC=1C=CC=2N(C1)C=C(N2)C2=CC=C(C#N)C=C2 (4-(6-Bromo-imidazo[1,2-a]pyridin-2-yl)-benzonitrile). Yield: 62.0%. As a reaction SMILES: BrC1OC(C2N=C3C=CC(C#N)=CN3C=2)=CC=1.[C:18]([C:20]1[CH:29]=[CH:28][C:23]([C:24](=O)[CH2:25]Br)=[CH:22][CH:21]=1)#[N:19].[NH2:30][C:31]1[CH:36]=[CH:35][C:34]([Br:37])=[CH:33][N:32]=1>CCO>[Br:37][C:34]1[CH:35]=[CH:36][C:31]2[N:32]([CH:25]=[C:24]([C:23]3[CH:28]=[CH:29][C:20]([C:18]#[N:19])=[CH:21][CH:22]=3)[N:30]=2)[CH:33]=1. Reported procedure: The same procedure described for 3a was used employing 4-Cyanophenacyl bromide and 2-Amino-5-bromopyridine. Yield 62%, mp 218-219° C. (EtOH). 1H NMR (DMSO-d6); δ 7.41 (d, J=8.7 Hz, 1H), 7.61 (d, J=8.7 Hz, 1H), 7.90 (d, J=8.4 Hz, 2H), 8.15 (d, J=8.4 Hz, 2H), 8.53 (s, 1H), 8.92 (s, 1H). 13C NMR; δ 143.5, 143.0, 137.9, 132.7, 128.5, 127.1, 126.1, 118.8, 117.9, 111.3, 110.0, 106.4. MS (m/z, rel.int.); 298 (M+, 100). Anal. (C14H8BrN3) C, H. Starting materials: CN1C=NC=C1C(=O)C1=CC(=C(C=C1)[N+](=O)[O-])C ((1-methyl-1H-imidazol-5-yl)(3-methyl-4-nitrophenyl)methanone), CN1C=NC=C1C(=O)C1=CC(=C(C=C1)[N+](=O)[O-])C ((1-methyl-1H-imidazol-5-yl)(3-methyl-4-nitrophenyl)methanone), O.O.[Sn](Cl)Cl (tin(II)chloride dihydrate). The solvent is CCO (EtOH). The product is NC1=C(C=C(C=C1)C(=O)C1=CN=CN1C)C ((4-Amino-3-methylphenyl)(1-methyl-1H-imidazol-5-yl)methanone). RXN SMILES: [CH3:1][N:2]1[C:6]([C:7]([C:9]2[CH:14]=[CH:13][C:12]([N+:15]([O-])=O)=[C:11]([CH3:18])[CH:10]=2)=[O:8])=[CH:5][N:4]=[CH:3]1.O.O.[Sn](Cl)Cl>CCO>[NH2:15][C:12]1[CH:13]=[CH:14][C:9]([C:7]([C:6]2[N:2]([CH3:1])[CH:3]=[N:4][CH:5]=2)=[O:8])=[CH:10][C:11]=1[CH3:18] |f:1.2.3|. Reported procedure: A mixture of (1-methyl-1H-imidazol-5-yl)(3-methyl-4-nitrophenyl)methanone (3.3 g, 13.456 mmol, Intermediate 40: step b) and tin(II)chloride dihydrate (15.6 g, 67.282 mmol) in EtOH (80 mL) was stirred at reflux for 1 hour, cooled to room temperature overnight and evaporated in vacuo to remove most of the EtOH. The residue was poured into a 3M aqueous NaOH/ice solution rinsing with EtOAc. The mixture was stirred at room temperature for 15 minutes and layers were separated. The aqueous layer was ag... Procedure: A mixture of 1-Methyl-1H-imidazole-2-carboxylic acid amide (3.0 g, 14.3 mmol), bromoacetone (2.36 g, 17.2 mmol) and acetonitrile (40 mL) is stirred overnight at 80° C. The solid formed is filtered and washed with acetonitrile to give 1,6-dimethyl-8-oxo-7,8-dihydro-imidazo[1,2-a]pyrazin-1-ium bromide salt (4.3 g, 86%). As a reaction SMILES: [CH3:1][N:2]1[CH:6]=[CH:5][N:4]=[C:3]1[C:7]([NH2:9])=[O:8].[Br:10][CH2:11][C:12](=O)[CH3:13]>C(#N)C>[Br-:10].[CH3:1][N+:2]1[CH:6]=[CH:5][N:4]2[CH:11]=[C:12]([CH3:13])[NH:9][C:7](=[O:8])[C:3]=12 |f:3.4|. The solvent is C(C)#N (acetonitrile). Product: [Br-].C[N+]=1C=CN2C1C(NC(=C2)C)=O (1,6-dimethyl-8-oxo-7,8-dihydro-imidazo[1,2-a]pyrazin-1-ium bromide salt). Run at temperature 80 celsius, time 8 hour. Reactants: CN1C(=NC=C1)C(=O)N (1-Methyl-1H-imidazole-2-carboxylic acid amide), BrCC(C)=O (bromoacetone). Isolated yield 123.2%. Starting materials: C1(=CC=CC=C1)P(C1=CC=CC=C1)(C1=CC=CC=C1)=CC(=O)OC (methyl (triphenylphosphoranylidene)acetate), C(=O)(OC(C)(C)C)NCCCCCC=O (N-Boc-6-aminohexanal). The solvent is C(Cl)Cl (methylene chloride), C(Cl)Cl (methylene chloride). Run at time 2 hour. Product: C(=O)(OC(C)(C)C)NCCCCC/C=C/C(=O)OC (Methyl N-Boc-8-amino-2E-octenoate). RXN SMILES: C1(P(=[CH:20][C:21]([O:23][CH3:24])=[O:22])(C2C=CC=CC=2)C2C=CC=CC=2)C=CC=CC=1.[C:25]([NH:32][CH2:33][CH2:34][CH2:35][CH2:36][CH2:37][CH:38]=O)([O:27][C:28]([CH3:31])([CH3:30])[CH3:29])=[O:26]>C(Cl)Cl>[C:25]([NH:32][CH2:33][CH2:34][CH2:35][CH2:36][CH2:37]/[CH:38]=[CH:20]/[C:21]([O:23][CH3:24])=[O:22])([O:27][C:28]([CH3:29])([CH3:30])[CH3:31])=[O:26]. Procedure details: A solution of 35.28 g (105.5 mmole) methyl (triphenylphosphoranylidene)acetate in 70 mL methylene chloride was added to a solution of 11.36 g (52.76 mmoles) of (7) in 20 mL methylene chloride. After 2 h at room temperature, the solution was concentrated in vacuo to remove most of the solvent and the residue was diluted with ether. The solid was removed by filtration and the filtrate was concentrated and the residue chromatographed (Flash, hexane-ethyl acetate 7:3). The product fraction amounted ... Reaction conditions: time 8 hour. Reaction SMILES: [CH2:1]([CH:8]([C:14](OCC)=[O:15])[C:9](OCC)=[O:10])[C:2]1[CH:7]=[CH:6][CH:5]=[CH:4][CH:3]=1>C(OCC)C>[CH2:1]([CH:8]([CH2:9][OH:10])[CH2:14][OH:15])[C:2]1[CH:7]=[CH:6][CH:5]=[CH:4][CH:3]=1. Reactants: C(C1=CC=CC=C1)C(C(=O)OCC)C(=O)OCC (Diethyl benzylmalonate), lithium aluminimum hydride. The product is C(C1=CC=CC=C1)C(CO)CO (2-benzylpropane-1,3-diol). Run in C(C)OCC (diethyl ether). Procedure details: Diethyl benzylmalonate (100g.) was added dropwise to a stirred suspension of lithium aluminimum hydride (12g.) in anhydrous diethyl ether (300ml.) at 0° C. under argon. The reaction mixture was then stirred overnight at room temperature and worked up by the conventional procedure, described in J. Org. Chem. 1953, 18, 1190. Evaporation of the ether solution gave 2-benzylpropane-1,3-diol. Phosphorus tribromide (26ml.) was added dropwise to this diol (44g.), whilst stirring at 75° C. After the vigo...